From a dataset of the Open Reaction Database (ORD), a public repository of structured organic reaction records. describe an organic reaction: reactants, conditions, products, and yield The reactants are D-(−)-isoascorbic acid sodium salt, D-(−)-isoascorbic acid sodium salt, C(#C)C1=NNC2=CC=C(C=C12)C (3-Ethynyl-5-methyl-1H-indazole), N(=[N+]=[N-])C1=CC=C(C=O)C=C1 (4-azidobenzaldehyde). The reagents and catalysts are O.O.O.O.O.S(=O)(=O)([O-])[O-].[Cu+2] (copper sulfate pentahydrate), O.O.O.O.O.S(=O)(=O)([O-])[O-].[Cu+2] (copper sulfate pentahydrate). Solvent: O1CCOCC1 (1,4-dioxane), O (water). Reaction conditions: temperature 90 celsius, time 3.5 hour. Yields the product CC=1C=C2C(=NNC2=CC1)C=1N=NN(C1)C1=CC=C(C=O)C=C1 (4(5-methyl-1H-indazol-3-yl-1H-1,2,3-triazol-1-yl]benzaldehyde). Yield: 99.9%. RXN SMILES: [C:1]([C:3]1[C:11]2[C:6](=[CH:7][CH:8]=[C:9]([CH3:12])[CH:10]=2)[NH:5][N:4]=1)#[CH:2].[N:13]([C:16]1[CH:23]=[CH:22][C:19]([CH:20]=[O:21])=[CH:18][CH:17]=1)=[N+:14]=[N-:15]>O1CCOCC1.O.O.O.O.O.O.S([O-])([O-])(=O)=O.[Cu+2]>[CH3:12][C:9]1[CH:10]=[C:11]2[C:6](=[CH:7][CH:8]=1)[NH:5][N:4]=[C:3]2[C:1]1[N:15]=[N:14][N:13]([C:16]2[CH:17]=[CH:18][C:19]([CH:20]=[O:21])=[CH:22][CH:23]=2)[CH:2]=1 |f:4.5.6.7.8.9.10|. Procedure details: 3-Ethynyl-5-methyl-1H-indazole (1.0 g; 6.4 mmol; 1.0 eq.) and 4-azidobenzaldehyde (prepared as described in Chem. Med. Chem. (2009), 4(7), 1182-1188; 1.30 g; 7.04 mmol; 1.1 eq.) were dissolved in 1,4-dioxane (15 mL). D-(−)-isoascorbic acid sodium salt (127 mg; 0.64 mmol; 0.10 eq.) followed by a solution of copper sulfate pentahydrate (32 mg; 0.13 mmol; 0.02 eq.) in water (1.5 mL) were added and the reaction mixture was stirred at 90° C. for 3.5 hours. To complete the reaction more D-(−)-isoascor...